From a dataset of the Open Reaction Database (ORD), a public repository of structured organic reaction records. describe an organic reaction: reactants, conditions, products, and yield Starting materials: CCOC(=O)C(CNC(=O)CNC(=O)OCc1ccccc1)NS(=O)(=O)c1ccccc1, CCO. Product: CCOC(=O)C(CNC(=O)CN)NS(=O)(=O)c1ccccc1. As a reaction SMILES: [CH2:1]([CH3:2])[O:3][C:4]([CH:5]([CH2:6][NH:7][C:8]([CH2:9][NH:10][C:11]([O:12][CH2:13][c:14]1[cH:15][cH:16][cH:17][cH:18][cH:19]1)=[O:20])=[O:21])[NH:22][S:23](=[O:24])(=[O:25])[c:26]1[cH:27][cH:28][cH:29][cH:30][cH:31]1)=[O:32].[CH3:33][CH2:34][OH:35]>>[CH2:1]([CH3:2])[O:3][C:4]([CH:5]([CH2:6][NH:7][C:8]([CH2:9][NH2:10])=[O:21])[NH:22][S:23](=[O:24])(=[O:25])[c:26]1[cH:27][cH:28][cH:29][cH:30][cH:31]1)=[O:32]. Starting materials: resultant solution, 205, N1C=NC=C1 (imidazole), C(C)[Si](CC)(CC)Cl (triethylsilyl chloride), O (water). Solvent: CN(C=O)C (dimethylformamide). Reaction conditions: time 12 hour. Product: C(C)[Si](CC)(CC)O[Si](CC)(CC)CC (Triethylsilyl ether). As a reaction SMILES: N1[CH:5]=[CH:4]N=C1.[CH2:6]([Si:8](Cl)([CH2:11][CH3:12])[CH2:9][CH3:10])[CH3:7].[OH2:14]>CN(C)C=O>[CH2:6]([Si:8]([O:14][Si:8]([CH2:4][CH3:5])([CH2:9][CH3:10])[CH2:6][CH3:7])([CH2:11][CH3:12])[CH2:9][CH3:10])[CH3:7]. Procedure: A solution of 205 (15 mmol) in dimethylformamide (30 mL) is cooled to 0° C. and treated with imidazole (30 mmol) and triethylsilyl chloride (20 mmol). The resultant solution is warmed to room temperature. After 12 h, the reaction mixture is poured into 300 mL of water and extracted with ether (3×40 mL). The ethereal extracts are washed with water (2×25 mL) and saturated aqueous brine (25 mL), dried over magnesium sulfate and concentrated in vacuo. The residue is purified by flash chromatography ... Starting materials: C(C)(=O)O (acetic acid), C(C1=CC=CC=C1)(C1=CC=CC=C1)OC(=O)C1=C(CS[C@H]2N1C([C@H]2NC(COC2=CC=CC=C2)=O)=O)N2CCCCC2 (7β-phenoxyacetylamino-3-piperidino-3-cephem-4-carboxylic acid benzhydryl ester), C(C)(=O)O (acetic acid), [BH4-].[Na+] (sodium borohydride). The reagents and catalysts are O.O.O.O.O.O.[Co](Cl)Cl (cobalt(II) chloride hexahydrate). The solvent is CN(C=O)C (dimethyl formamide). Run at time 36 hour. Yields the product C(C1=CC=CC=C1)(C1=CC=CC=C1)OC(=O)C1=CCS[C@H]2N1C([C@H]2NC(COC2=CC=CC=C2)=O)=O (7β-phenoxyacetylamino-3-cephem-4-carboxylic acid benzhydryl ester). RXN SMILES: [CH:1]([O:14][C:15]([C:17]1[N:22]2[C:23](=[O:36])[C@@H:24]([NH:25][C:26](=[O:35])[CH2:27][O:28][C:29]3[CH:34]=[CH:33][CH:32]=[CH:31][CH:30]=3)[C@H:21]2[S:20][CH2:19][C:18]=1N1CCCCC1)=[O:16])([C:8]1[CH:13]=[CH:12][CH:11]=[CH:10][CH:9]=1)[C:2]1[CH:7]=[CH:6][CH:5]=[CH:4][CH:3]=1.C(O)(=O)C.[BH4-].[Na+]>CN(C)C=O.O.O.O.O.O.O.[Co](Cl)Cl>[CH:1]([O:14][C:15]([C:17]1[N:22]2[C:23](=[O:36])[C@@H:24]([NH:25][C:26](=[O:35])[CH2:27][O:28][C:29]3[CH:34]=[CH:33][CH:32]=[CH:31][CH:30]=3)[C@H:21]2[S:20][CH2:19][CH:18]=1)=[O:16])([C:8]1[CH:9]=[CH:10][CH:11]=[CH:12][CH:13]=1)[C:2]1[CH:3]=[CH:4][CH:5]=[CH:6][CH:7]=1 |f:2.3,5.6.7.8.9.10.11|. Reported procedure: 4.76 g (20 mmols) of cobalt(II) chloride hexahydrate are added in several portions, at 0°-5° C., to a solution of 11.7 g (20 mmols) of 7β-phenoxyacetylamino-3-piperidino-3-cephem-4-carboxylic acid benzhydryl ester in 50 ml of dimethyl formamide. The solution turns dark blue. Then 75 ml of glacial acetic acid are added dropwise at 0° C. over 30 minutes. Then 4.08 g (120 mmols) of sodium borohydride are added in 200 mg portions over 1 hour, with vigorous evolution of gas after each addition. When ... As a reaction SMILES: Br[C:2]1[CH:3]=[C:4]2[C:8](=[CH:9][CH:10]=1)[N:7]([CH:11]1[CH2:16][CH2:15][CH2:14][CH2:13][O:12]1)[N:6]=[CH:5]2.C([O-])([O-])=O.[K+].[K+].[C:23]1(C)C=CC=C[CH:24]=1>O.C1C=CC([P]([Pd]([P](C2C=CC=CC=2)(C2C=CC=CC=2)C2C=CC=CC=2)([P](C2C=CC=CC=2)(C2C=CC=CC=2)C2C=CC=CC=2)[P](C2C=CC=CC=2)(C2C=CC=CC=2)C2C=CC=CC=2)(C2C=CC=CC=2)C2C=CC=CC=2)=CC=1>[O:12]1[CH2:13][CH2:14][CH2:15][CH2:16][CH:11]1[N:7]1[C:8]2[C:4](=[CH:3][C:2]([CH:23]=[CH2:24])=[CH:10][CH:9]=2)[CH:5]=[N:6]1 |f:1.2.3,^1:34,36,55,74|. Run in O (water). The reagents and catalysts are C=1C=CC(=CC1)[P](C=2C=CC=CC2)(C=3C=CC=CC3)[Pd]([P](C=4C=CC=CC4)(C=5C=CC=CC5)C=6C=CC=CC6)([P](C=7C=CC=CC7)(C=8C=CC=CC8)C=9C=CC=CC9)[P](C=1C=CC=CC1)(C=1C=CC=CC1)C=1C=CC=CC1 (Tetrakis). Product: O1C(CCCC1)N1N=CC2=CC(=CC=C12)C=C (1-(tetrahydro-2H-pyran-2-yl)-5-vinyl-1H-indazole). Procedure details: To a solution of 5-bromo-1-(tetrahydro-2H-pyran-2-yl)-1H-indazole (0.5 g, 1.778 mmol) in toluene (10 mL) and water (10 mL) were added K2CO3 (0.492 g, 3.56 mmol), trivinylboroxin pyridine complex (0.514 g, 2.134 mmol), and Tetrakis (0.206 g, 0.178 mmol). The reaction mixture was heated at 110° C. for 4 h. The reaction mixture was concentrated and the residue was extracted with ethyl acetate and washed with water. The organic layer was dried over anhydrous sodium sulfate and concentrated to give 1... Run at temperature 110 celsius. Yield: 74.0%. The reactants are BrC=1C=C2C=NN(C2=CC1)C1OCCCC1 (5-bromo-1-(tetrahydro-2H-pyran-2-yl)-1H-indazole), C(=O)([O-])[O-].[K+].[K+] (K2CO3), C1(=CC=CC=C1)C (toluene). As a reaction SMILES: [C:1]([NH:9][C:10]1[C:19]2[C:14](=[CH:15][CH:16]=[CH:17][CH:18]=2)[C:13]([S:20](Cl)(=[O:22])=[O:21])=[CH:12][CH:11]=1)(=[O:8])[C:2]1[CH:7]=[CH:6][CH:5]=[CH:4][CH:3]=1.[NH2:24][CH:25]1[CH2:30][CH2:29][N:28](CC2C=CC=CC=2)[CH2:27][CH:26]1[CH3:38].[C:39](OC(N1CCC(N)CC1)=O)(C)(C)C.[CH2:53]([N:55]=[C:56]=[O:57])[CH3:54].N(C(C)C)=C=O>>[CH2:53]([NH:55][C:56]([N:28]1[CH2:29][CH2:30][C@H:25]([NH:24][S:20]([C:13]2[C:14]3[C:19](=[CH:18][CH:17]=[CH:16][CH:15]=3)[C:10]([NH:9][C:1](=[O:8])[C:2]3[CH:7]=[CH:6][CH:5]=[CH:4][C:3]=3[CH3:39])=[CH:11][CH:12]=2)(=[O:22])=[O:21])[C@H:26]([CH3:38])[CH2:27]1)=[O:57])[CH3:54]. Starting materials: title compounds, C(C)(C)(C)OC(=O)N1CCC(CC1)N (4-amino-piperidine-1-carboxylic acid tert-butyl ester), C(C)N=C=O (ethyl isocyanate), C(C1=CC=CC=C1)(=O)NC1=CC=C(C2=CC=CC=C12)S(=O)(=O)Cl (4-benzoylamino-naphthalene-1-sulfonyl chloride), NC1C(CN(CC1)CC1=CC=CC=C1)C (4-amino-1-benzyl-3-methyl-piperidine), N(=C=O)C(C)C (2-isocyanato-propane). Yields the product C(C)NC(=O)N1C[C@H]([C@H](CC1)NS(=O)(=O)C1=CC=C(C2=CC=CC=C12)NC(C1=C(C=CC=C1)C)=O)C ((±)-cis-3-Methyl-4-[4-(2-methyl-benzoylamino)-naphthalene-1-sulfonylamino]-piperidine-1-carboxylic acid ethylamide). Reported procedure: The title compounds were made following general procedure in Scheme 5 and deprotection in scheme 4-1, substituting 4-(2-methyl-benzoylamino)-naphthalene-1-sulfonyl chloride for 4-benzoylamino-naphthalene-1-sulfonyl chloride, 4-amino-1-benzyl-3-methyl-piperidine for 4-amino-piperidine-1-carboxylic acid tert-butyl ester and ethyl isocyanate for 2-isocyanato-propane. 1H NMR (300 MHz, CDCl3) δ 8.71 (d, 1H), 8.40 (s, 1H), 8.28 (s, 2H), 7.98 (d, 1H), 7.68 (m, 3H), 7.41 (m, 1H), 7.30 (m, 2H), 5.21 (d, ... Starting materials: O=C([O-])[O-], CN(C)C=O, Oc1cc(Cl)c(OCCCOc2ccc(C(F)(F)F)cn2)c(Cl)c1, ClCC=C(Cl)Cl, [K+], [K+]. Product: FC(F)(F)c1ccc(OCCCOc2c(Cl)cc(OCC=C(Cl)Cl)cc2Cl)nc1. Reaction SMILES: [C:31](=[O:32])([O-:33])[O-:34].[CH3:37][N:38]([CH3:39])[CH:40]=[O:41].[Cl:1][c:2]1[cH:3][c:4]([OH:24])[cH:5][c:6]([Cl:23])[c:7]1[O:8][CH2:9][CH2:10][CH2:11][O:12][c:13]1[n:14][cH:15][c:16]([C:19]([F:20])([F:21])[F:22])[cH:17][cH:18]1.[Cl:25][C:26](=[CH:27][CH2:28][Cl:29])[Cl:30].[K+:35].[K+:36]>>[Cl:1][c:2]1[cH:3][c:4]([O:24][CH2:28][CH:27]=[C:26]([Cl:25])[Cl:30])[cH:5][c:6]([Cl:23])[c:7]1[O:8][CH2:9][CH2:10][CH2:11][O:12][c:13]1[n:14][cH:15][c:16]([C:19]([F:20])([F:21])[F:22])[cH:17][cH:18]1. The reactants are [H-].[Na+] (sodium hydride), BrCCCCCBr (1,5-dibromopentane), CSC1=CC=C(C=C1)N(CCCNC(=O)OC(C)(C)C)C(=O)OC(C)(C)C (1-(4-methylthiophenyl)-1,5-bis(t-butyloxycarbonyl)-1,5-diazapentane), [H][H] (hydrogen). The solvent is CN(C=O)C (dimethylformamide), CN(C=O)C (dimethylformamide), CN(C=O)C (dimethylformamide). Conditions: temperature 0 celsius, time 8 hour. Product: CSC1=CC=C(C=C1)N(CCCN(CCCCCN(CCCN(C(=O)OC(C)(C)C)C1=CC=C(C=C1)SC)C(=O)OC(C)(C)C)C(=O)OC(C)(C)C)C(=O)OC(C)(C)C (1,15-Bis(4-methylthiophenyl)-1,5,11,15-tetra(t-butyloxycarbonyl)-1,5,11,15-tetraazapentadecane). RXN SMILES: [H-].[Na+].[CH3:3][S:4][C:5]1[CH:10]=[CH:9][C:8]([N:11]([C:23]([O:25][C:26]([CH3:29])([CH3:28])[CH3:27])=[O:24])[CH2:12][CH2:13][CH2:14][NH:15][C:16]([O:18][C:19]([CH3:22])([CH3:21])[CH3:20])=[O:17])=[CH:7][CH:6]=1.[H][H].Br[CH2:33][CH2:34][CH2:35][CH2:36][CH2:37]Br>CN(C)C=O>[CH3:3][S:4][C:5]1[CH:10]=[CH:9][C:8]([N:11]([C:23]([O:25][C:26]([CH3:29])([CH3:28])[CH3:27])=[O:24])[CH2:12][CH2:13][CH2:14][N:15]([C:16]([O:18][C:19]([CH3:22])([CH3:21])[CH3:20])=[O:17])[CH2:33][CH2:34][CH2:35][CH2:36][CH2:37][N:15]([C:16]([O:18][C:19]([CH3:22])([CH3:21])[CH3:20])=[O:17])[CH2:14][CH2:13][CH2:12][N:11]([C:8]2[CH:9]=[CH:10][C:5]([S:4][CH3:3])=[CH:6][CH:7]=2)[C:23]([O:25][C:26]([CH3:29])([CH3:28])[CH3:27])=[O:24])=[CH:7][CH:6]=1 |f:0.1|. Reported procedure: Suspend sodium hydride (48 mg, 2 mmol) in anhydrous dimethylformamide (2 mL), cool to 0° C. and place under a nitrogen atmosphere. Add, by dropwise addition, a solution 1-(4-methylthiophenyl)-1,5-bis(t-butyloxycarbonyl)-1,5-diazapentane (1.58 g, 4 mmol) in dimethylformamide (2 mL). Stir until evolution of hydrogen ceases. Add, by dropwise addition, a solution of 1,5-dibromopentane (460 mg, 2 mmol) in dimethylformamide (2 mL). Stir overnight at room temperature then carefully quench with saturate... Yields the product CC(C)(C(=O)O)c1ccc(Cl)c(Cl)c1. RXN SMILES: [CH2:16]1[O:17][CH2:18][CH2:19][CH2:20]1.[CH3:26][CH2:27][O:28][CH2:29][CH3:30].[Cl:1][c:2]1[cH:3][c:4]([C:9]([C:10](=[O:11])[O:12][CH3:13])([CH3:14])[CH3:15])[cH:5][cH:6][c:7]1[Cl:8].[ClH:25].[Li+:24].[OH-:23].[OH2:21].[OH2:22]>>[Cl:1][c:2]1[cH:3][c:4]([C:9]([C:10](=[O:11])[OH:12])([CH3:14])[CH3:15])[cH:5][cH:6][c:7]1[Cl:8]. The reactants are C1CCOC1, CCOCC, COC(=O)C(C)(C)c1ccc(Cl)c(Cl)c1, Cl, [Li+], [OH-], O, O. The reactants are COC1=CC=C2[C@@H](CN(CC2=C1)C)C1=CC2=CC=CC=C2C=C1 ((S)-7-methoxy-2-methyl-4-(naphthalen-2-yl)-1,2,3,4-tetrahydroisoquinoline), CC(=O)O (AcOH). Solvent: Br (HBr). Run at temperature 120 celsius, time 6 hour. Product: CN1CC2=CC(=CC=C2[C@@H](C1)C1=CC2=CC=CC=C2C=C1)O ((S)-2-methyl-4-(naphthalen-2-yl)-1,2,3,4-tetrahydroisoquinolin-7-ol). RXN SMILES: C[O:2][C:3]1[CH:12]=[C:11]2[C:6]([C@H:7]([C:14]3[CH:23]=[CH:22][C:21]4[C:16](=[CH:17][CH:18]=[CH:19][CH:20]=4)[CH:15]=3)[CH2:8][N:9]([CH3:13])[CH2:10]2)=[CH:5][CH:4]=1.CC(O)=O>Br>[CH3:13][N:9]1[CH2:8][C@@H:7]([C:14]2[CH:23]=[CH:22][C:21]3[C:16](=[CH:17][CH:18]=[CH:19][CH:20]=3)[CH:15]=2)[C:6]2[C:11](=[CH:12][C:3]([OH:2])=[CH:4][CH:5]=2)[CH2:10]1. Procedure details: To a solution of Compound 7 (42.5 g, 140 mmol) in 48% HBr (200 mL) was added AcOH (100 mL) to give a light yellow suspension. The reaction was heated to give a light yellow solution and stirred at 120° C. for 6 hr (<1.5% starting material left by HPLC), then concentrated. Dichloromethane (500 mL) was added to the residue and the suspension was filtered. The filtrate was neutralized with ice water, 50% NaOH (added slowly) and Na2CO3 solution to pH of 10. The aqueous layer was extracted with dichl...